From a dataset of the Open Reaction Database (ORD), a public repository of structured organic reaction records. describe an organic reaction: reactants, conditions, products, and yield Starting materials: C(C)OC(=O)C1C(C=2C=CN=CC2C1=O)=O (5,7-dioxo-6,7-dihydro-5H-[2]pyrindine-6-carboxylic acid ethyl ester), ClC=1C=C(C=CC1)N (3-chloro-phenylamine). Product: ClC=1C=C(C=CC1)NC(=O)C1C(C=2C=CN=CC2C1=O)=O (5,7-dioxo-6,7-dihydro-5H-[2]pyrindine-6-carboxylic acid (3-chlorophenyl)-amide). Reaction SMILES: C(O[C:4]([CH:6]1[C:14](=[O:15])[C:13]2[CH:12]=[N:11][CH:10]=[CH:9][C:8]=2[C:7]1=[O:16])=[O:5])C.[Cl:17][C:18]1[CH:19]=[C:20]([NH2:24])[CH:21]=[CH:22][CH:23]=1>>[Cl:17][C:18]1[CH:19]=[C:20]([NH:24][C:4]([CH:6]2[C:14](=[O:15])[C:13]3[CH:12]=[N:11][CH:10]=[CH:9][C:8]=3[C:7]2=[O:16])=[O:5])[CH:21]=[CH:22][CH:23]=1. Reported procedure: In a similar manner to Example 1a, 5,7-dioxo-6,7-dihydro-5H-[2]pyrindine-6-carboxylic acid (3-chloro-phenyl)-amide was obtained starting from 5,7-dioxo-6,7-dihydro-5H-[2]pyrindine-6-carboxylic acid ethyl ester and 3-chloro-phenylamine. The desired product was obtained as a brownish orange powder. ESI−MS: m/z 301 (MH+); 1H-NMR (DMSO-d6): δ6.96-7.00 (1H, m), 7.27-7.29 (2H, m), 7.35 (1H, dd, J=1.3 Hz, 4.6 Hz), 7.98-7.99 (1H, m), 8.53 (1H, d, J=1.0 Hz), 8.74 (1H, d, J=4.6 Hz), 10.92 (1H, brs). The reactants are Br(=O)(=O)[O-].[K+] (potassium bromate), S(=O)([O-])[O-].[Na+].[Na+] (sodium sulfite), [Br-].[K+] (potassium bromide), S(O)(O)(=O)=O (sulfuric acid), COC=1C=NC=C(C1)OC (3,5-dimethoxypyridine), Cl (hydrochloric acid), [Br-].[K+] (potassium bromide), Br(=O)(=O)[O-].[K+] (potassium bromate). Solvent: O (water), O (water), N1=CC=CC=C1 (pyridine), O (water). Product: BrC1=NC(=C(C=C1OC)OC)Br (2,6-dibromo-3,5-dimethoxypyridine). The yield is 83.9%. RXN SMILES: [CH3:1][O:2][C:3]1[CH:4]=[N:5][CH:6]=[C:7]([O:9][CH3:10])[CH:8]=1.Cl.[Br-:12].[K+].S(=O)(=O)(O)O.[Br:19]([O-])(=O)=O.[K+].S([O-])([O-])=O.[Na+].[Na+]>N1C=CC=CC=1.O>[Br:12][C:4]1[C:3]([O:2][CH3:1])=[CH:8][C:7]([O:9][CH3:10])=[C:6]([Br:19])[N:5]=1 |f:2.3,5.6,7.8.9|. Procedure: A flask was charged with 3,5-dimethoxypyridine (13 g; 93 mmol), water (100 mL) and concentrated hydrochloric acid (8 mL; ˜1 eq.). To a separate flask was added potassium bromide (65 g.), water (200 mL) and sulfuric acid (69 g.). To a third flask was added potassium bromate (18 g.), and water (1.2 liters). All flasks were stirred until they were homogenous. To the flask with potassium bromate was added the solution containing potassium bromide, followed by the solution containing the pyridine com... The reactants are [OH-].[Na+] (Sodium hydroxide), N1(C=NC=C1)C(CCCCCCC(=O)[O-])CCCCCCCCCC (8-(1H-imidazol-1-yl)octadecanoate). Solvent: CO (methanol), O (water). Run at time 3 hour. Yields the product N1(C=NC=C1)C(CCCCCCC(=O)O)CCCCCCCCCC (8-(1H-imidazol-1-yl)octadecanoic acid). The yield is 125.7%. Reaction SMILES: [OH-].[Na+].[N:3]1([CH:8]([CH2:18][CH2:19][CH2:20][CH2:21][CH2:22][CH2:23][CH2:24][CH2:25][CH2:26][CH3:27])[CH2:9][CH2:10][CH2:11][CH2:12][CH2:13][CH2:14][C:15]([O-:17])=[O:16])[CH:7]=[CH:6][N:5]=[CH:4]1>CO.O>[N:3]1([CH:8]([CH2:18][CH2:19][CH2:20][CH2:21][CH2:22][CH2:23][CH2:24][CH2:25][CH2:26][CH3:27])[CH2:9][CH2:10][CH2:11][CH2:12][CH2:13][CH2:14][C:15]([OH:17])=[O:16])[CH:7]=[CH:6][N:5]=[CH:4]1 |f:0.1|. Procedure details: Sodium hydroxide (0.67 g, 1.68 mmol) was added to a stirred solution of 8-(1H-imidazol-1-yl)octadecanoate (0.305 g, 0.84 mmol) in a mixture of methanol (9 ml) and water (3 ml) at 0° C., warmed to room temperature and stirring continued another 3 h. Methanol was removed from the mixture by evaporation. The pH was adjusted to 4 with 1N HCl, and the mixture extracted with dichloromethane (3×15 ml). The combined organic layers were washed with brine solution, dried on anhydrous MgSO4, and concentrat...